This data is from the Open Reaction Database (ORD), a public repository of structured organic reaction records. The task is: describe an organic reaction: reactants, conditions, products, and yield Starting materials: CBr (methyl bromide), C(C)(C)(C)C1=CC=C(C(=O)OC(CN(C)C2CCCCC2)C)C=C1 (1-(cyclohexyl(methyl)amino)propan-2-yl 4-(tert-butyl)benzoate), CBr (methyl bromide). Run in ClCCCl (DCE). Run at time 16 hour. Yields the product [Br-].C(C)(C)(C)C1=CC=C(C(=O)OC(C[N+](C)(C)C2CCCCC2)C)C=C1 ([2-(4-tert-butyl-benzoyloxy)-propyl]-cyclohexyl-dimethyl-ammonium bromide). As a reaction SMILES: [C:1]([C:5]1[CH:24]=[CH:23][C:8]([C:9]([O:11][CH:12]([CH3:22])[CH2:13][N:14]([CH:16]2[CH2:21][CH2:20][CH2:19][CH2:18][CH2:17]2)[CH3:15])=[O:10])=[CH:7][CH:6]=1)([CH3:4])([CH3:3])[CH3:2].[CH3:25][Br:26]>ClCCCl>[Br-:26].[C:1]([C:5]1[CH:24]=[CH:23][C:8]([C:9]([O:11][CH:12]([CH3:22])[CH2:13][N+:14]([CH:16]2[CH2:17][CH2:18][CH2:19][CH2:20][CH2:21]2)([CH3:25])[CH3:15])=[O:10])=[CH:7][CH:6]=1)([CH3:2])([CH3:4])[CH3:3] |f:3.4|. Reported procedure: To a stirred solution of 1-(cyclohexyl(methyl)amino)propan-2-yl 4-(tert-butyl)benzoate (22.5 g, 6.798 mmol) in DCE (150 ml) was added methyl bromide (25% solution in toluene, 103 ml, 271.90 mmol) and reaction mixture was stirred at rt for 16 h. TLC showed very small amount of unreacted starting material. Hence another 0.5 eq. of methyl bromide was added and stirred at rt for 8 h. The reaction mixture was concentrated and the crude material was purified by chromatography on neutral alumina elutin... The reactants are Cl, [Na+], [OH-], CC(=O)Nc1ccc(S(=O)(=O)Nc2cccc3[nH]ccc23)cc1. The product is Nc1ccc(S(=O)(=O)Nc2cccc3[nH]ccc23)cc1. RXN SMILES: [ClH:24].[Na+:26].[OH-:25].[nH:1]1[cH:2][cH:3][c:4]2[c:5]([NH:10][S:11](=[O:12])(=[O:13])[c:14]3[cH:15][cH:16][c:17]([NH:20][C:21](=[O:22])[CH3:23])[cH:18][cH:19]3)[cH:6][cH:7][cH:8][c:9]12>>[nH:1]1[cH:2][cH:3][c:4]2[c:5]([NH:10][S:11](=[O:12])(=[O:13])[c:14]3[cH:15][cH:16][c:17]([NH2:20])[cH:18][cH:19]3)[cH:6][cH:7][cH:8][c:9]12. Starting materials: NC1=C(C=CC(=C1)N1S(CCC1)(=O)=O)C(=O)N1CCN(CC1)C1=NC=C(C=C1C)C ([2-amino-4-(1,1-dioxo-1λ6-isothiazolidin-2-yl)phenyl][4-(3,5-dimethylpyridin-2-yl)piperazin-1-yl]methanone), C(C)(=O)Cl (acetyl chloride). Product: CC=1C(=NC=C(C1)C)N1CCN(CC1)C(=O)C1=C(C=C(C=C1)N1S(CCC1)(=O)=O)NC(C)=O (N-{2-[4-(3,5-dimethylpyridin-2-yl)piperazine-1-carbonyl]-5-(1,1-dioxo-1λ6-isothiazolidin-2-yl)phenyl}acetamide). As a reaction SMILES: [NH2:1][C:2]1[CH:7]=[C:6]([N:8]2[CH2:12][CH2:11][CH2:10][S:9]2(=[O:14])=[O:13])[CH:5]=[CH:4][C:3]=1[C:15]([N:17]1[CH2:22][CH2:21][N:20]([C:23]2[C:28]([CH3:29])=[CH:27][C:26]([CH3:30])=[CH:25][N:24]=2)[CH2:19][CH2:18]1)=[O:16].[C:31](Cl)(=[O:33])[CH3:32]>>[CH3:29][C:28]1[C:23]([N:20]2[CH2:19][CH2:18][N:17]([C:15]([C:3]3[CH:4]=[CH:5][C:6]([N:8]4[CH2:12][CH2:11][CH2:10][S:9]4(=[O:13])=[O:14])=[CH:7][C:2]=3[NH:1][C:31](=[O:33])[CH3:32])=[O:16])[CH2:22][CH2:21]2)=[N:24][CH:25]=[C:26]([CH3:30])[CH:27]=1. Reported procedure: Using [2-amino-4-(1,1-dioxo-1λ6-isothiazolidin-2-yl)phenyl][4-(3,5-dimethylpyridin-2-yl)piperazin-1-yl]methanone (300 mg) described in Example 136 and acetyl chloride (0.07 mL) and by the reaction and treatment in the same manner as in Example 107, the title compound (279 mg) was obtained.